From a dataset of the Open Reaction Database (ORD), a public repository of structured organic reaction records. describe an organic reaction: reactants, conditions, products, and yield Reactants: NC1=NC=C(C(=C1N)N[C@H]1[C@H]([C@@H]2C=C[C@H]1C2)C(=O)N)Cl ((1S,2S,3R,4R)-3-(2,3-Diamino-5-chloro-pyridin-4-ylamino)-bicyclo[2.2.1]hept-5-ene-2-carboxylic acid amide), O[C@@H](CN1CCC(CC1)C1=CC(=C(C=O)C=C1)OC)COC (4-[1-((S)-2-Hydroxy-3-methoxy-propyl)-piperidin-4-yl]-2-methoxy-benzaldehyde). Yields the product ClC=1C(=C2C(=NC1)NC(=N2)C2=C(C=C(C=C2)C2CCN(CC2)C[C@@H](COC)O)OC)N[C@H]2[C@H]([C@@H]1C=C[C@H]2C1)C(=O)N ((1S,2S,3R,4R)-3-(6-Chloro-2-{4-[1-((S)-2-hydroxy-3-methoxy-propyl)-piperidin-4-yl]-2-methoxy-phenyl}-3H-imidazo[4,5-b]pyridin-7-ylamino)-bicyclo[2.2.1]hept-5-ene-2-carboxylic acid amide). The yield is 47.1%. As a reaction SMILES: [NH2:1][C:2]1[C:7]([NH2:8])=[C:6]([NH:9][C@@H:10]2[C@@H:15]3[CH2:16][C@@H:12]([CH:13]=[CH:14]3)[C@@H:11]2[C:17]([NH2:19])=[O:18])[C:5]([Cl:20])=[CH:4][N:3]=1.[OH:21][C@H:22]([CH2:40][O:41][CH3:42])[CH2:23][N:24]1[CH2:29][CH2:28][CH:27]([C:30]2[CH:37]=[CH:36][C:33]([CH:34]=O)=[C:32]([O:38][CH3:39])[CH:31]=2)[CH2:26][CH2:25]1>>[Cl:20][C:5]1[C:6]([NH:9][C@@H:10]2[C@@H:15]3[CH2:16][C@@H:12]([CH:13]=[CH:14]3)[C@@H:11]2[C:17]([NH2:19])=[O:18])=[C:7]2[N:8]=[C:34]([C:33]3[CH:36]=[CH:37][C:30]([CH:27]4[CH2:26][CH2:25][N:24]([CH2:23][C@H:22]([OH:21])[CH2:40][O:41][CH3:42])[CH2:29][CH2:28]4)=[CH:31][C:32]=3[O:38][CH3:39])[NH:1][C:2]2=[N:3][CH:4]=1. Procedure: In a similar fashion to Compound LXXXVII, (1S,2S,3R,4R)-3-(2,3-Diamino-5-chloro-pyridin-4-ylamino)-bicyclo[2.2.1]hept-5-ene-2-carboxylic acid amide (109 mg, 0.373 mmol) and 4-[1-((S)-2-Hydroxy-3-methoxy-propyl)-piperidin-4-yl]-2-methoxy-benzaldehyde (126 mg, 0.410 mmol) were reacted to produce 102 mg (47%) of the title compound. mp: 189-191° C., 1H NMR (300 MHz, CDCl3): 10.67 (s, 1H), 8.35 (d, J=8 Hz, 1H), 8.04 (s, 1H), 7.04 (d, J=8 Hz, 1H), 6.94 (s, 1H), 6.39-6.35 (m, 3H), 5.51 (d, J=8 Hz, 1H),...